This data is from the Open Reaction Database (ORD), a public repository of structured organic reaction records. The task is: describe an organic reaction: reactants, conditions, products, and yield Procedure: 1-(3-Hydroxypropyl)-4-piperidone is prepared from 4-piperidone and 3-chloro-1-propanol essentially as described above in Example 38, Scheme C, step a. Product: OCCCN1CCC(CC1)=O (1-(3-Hydroxypropyl)-4-piperidone). The reactants are N1CCC(CC1)=O (4-piperidone), ClCCCO (3-chloro-1-propanol). Reaction SMILES: [NH:1]1[CH2:6][CH2:5][C:4](=[O:7])[CH2:3][CH2:2]1.Cl[CH2:9][CH2:10][CH2:11][OH:12]>>[OH:12][CH2:11][CH2:10][CH2:9][N:1]1[CH2:6][CH2:5][C:4](=[O:7])[CH2:3][CH2:2]1. The reactants are C(=O)[O-].[NH4+] (ammonium formate), C(C)(=O)C1=C(C=C(C=C1OCC=C)OCC=C)CC(=O)OC (methyl 2-acetyl-3,5-diallyloxyphenylacetate), Cl (hydrochloric acid). Reagents/catalysts: CC1=C([P](C2=C(C)C=CC=C2)([Pd][P](C3=C(C)C=CC=C3)(C4=C(C)C=CC=C4)C(C=CC=C5)=C5C)C6=C(C)C=CC=C6)C=CC=C1 (bis(tri-o-tolylphosphine)palladium). The solvent is O1CCOCC1 (1,4-dioxane). Reaction conditions: time 8 hour. The product is C(C)(=O)C1=C(C=C(C=C1O)O)CC(=O)OC (methyl 2-acetyl-3,5-dihydroxyphenylacetate). The yield is 38.4%. As a reaction SMILES: [C:1]([C:4]1[C:9]([O:10]CC=C)=[CH:8][C:7]([O:14]CC=C)=[CH:6][C:5]=1[CH2:18][C:19]([O:21][CH3:22])=[O:20])(=[O:3])[CH3:2].C([O-])=O.[NH4+].Cl>O1CCOCC1.CC1C=CC=CC=1[P](C1C=CC=CC=1C)([Pd][P](C1=C(C)C=CC=C1)(C1C=CC=CC=1C)C1C=CC=CC=1C)C1C=CC=CC=1C>[C:1]([C:4]1[C:9]([OH:10])=[CH:8][C:7]([OH:14])=[CH:6][C:5]=1[CH2:18][C:19]([O:21][CH3:22])=[O:20])(=[O:3])[CH3:2] |f:1.2,^1:40,49|. Reported procedure: Methyl 2-acetyl-3,5-diallyloxyphenylacetate (22 g, 72 mmol) obtained in Example 5, Step 2 was dissolved in 1,4-dioxane (0.20 L). To the solution were added ammonium formate (18 g, 0.29 mol) and bis(triphenylphosphine)palladium (II) dichloride (2.5 g, 3.6 mmol), followed by stirring for 8 hours under heating and reflux. After cooling to room temperature, the reaction mixture was made acidic by addition of 3 mol/L hydrochloric acid (0.20 L) and then concentrated under reduced pressure. The resulti... Reactants: C1(CC1)C=1C=C(C(=NC1)N1CCN(CC1)C(=O)C1=CC=C(C=C1)I)C ([4-(5-cyclopropyl-3-methylpyridin-2-yl)piperazin-1-yl](4-iodophenyl)methanone), O1C(NCC1)=O (oxazolidin-2-one). Product: C1(CC1)C=1C=C(C(=NC1)N1CCN(CC1)C(=O)C1=CC=C(C=C1)N1C(OCC1)=O)C (3-{4-[4-(5-cyclopropyl-3-methylpyridin-2-yl)piperazine-1-carbonyl]phenyl}oxazolidin-2-one). The yield is 80.5%. RXN SMILES: [CH:1]1([C:4]2[CH:5]=[C:6]([CH3:25])[C:7]([N:10]3[CH2:15][CH2:14][N:13]([C:16]([C:18]4[CH:23]=[CH:22][C:21](I)=[CH:20][CH:19]=4)=[O:17])[CH2:12][CH2:11]3)=[N:8][CH:9]=2)[CH2:3][CH2:2]1.[O:26]1[CH2:30][CH2:29][NH:28][C:27]1=[O:31]>>[CH:1]1([C:4]2[CH:5]=[C:6]([CH3:25])[C:7]([N:10]3[CH2:15][CH2:14][N:13]([C:16]([C:18]4[CH:23]=[CH:22][C:21]([N:28]5[CH2:29][CH2:30][O:26][C:27]5=[O:31])=[CH:20][CH:19]=4)=[O:17])[CH2:12][CH2:11]3)=[N:8][CH:9]=2)[CH2:3][CH2:2]1. Procedure details: By reaction and treatment in the same manner as in Example 149 and using [4-(5-cyclopropyl-3-methylpyridin-2-yl)piperazin-1-yl](4-iodophenyl)methanone (447 mg) described in Preparation Example 97 and oxazolidin-2-one (104 mg)), the title compound (327 mg) was obtained. Starting materials: COC1=CC(=C(C(=C1)C)S(=O)(=O)N(C)CC1=CC(=CO1)C(=O)O)C (5-({[(4-Methoxy-2,6-dimethylphenyl)sulfonyl](methyl)amino}methyl)furan-3-carboxylic acid), TEA, N1(CCCC1)CC1=CC=C(C=C1)CCN (2-[4-(pyrrolidin-1-ylmethyl)phenyl]ethanamine), CCN=C=NCCCN(C)C (EDCI), C=1C=CC2=C(C1)N=NN2O (HOBt). Solvent: CN(C)C=O (DMF). The product is COC1=CC(=C(C(=C1)C)S(=O)(=O)N(C)CC1=CC(=CO1)C(=O)NCCC1=CC=C(C=C1)CN1CCCC1)C (5-({[(4-methoxy-2,6-dimethylphenyl)sulfonyl](methyl)amino}methyl)-N-{2-[4-(pyrrolidin-1-ylmethyl)phenyl]ethyl}furan-3-carboxamide). Reaction SMILES: [CH3:1][O:2][C:3]1[CH:8]=[C:7]([CH3:9])[C:6]([S:10]([N:13]([CH2:15][C:16]2[O:20][CH:19]=[C:18]([C:21]([OH:23])=O)[CH:17]=2)[CH3:14])(=[O:12])=[O:11])=[C:5]([CH3:24])[CH:4]=1.CCN=C=NCCCN(C)C.C1C=CC2N(O)N=NC=2C=1.[N:46]1([CH2:51][C:52]2[CH:57]=[CH:56][C:55]([CH2:58][CH2:59][NH2:60])=[CH:54][CH:53]=2)[CH2:50][CH2:49][CH2:48][CH2:47]1>CN(C=O)C>[CH3:1][O:2][C:3]1[CH:8]=[C:7]([CH3:9])[C:6]([S:10]([N:13]([CH2:15][C:16]2[O:20][CH:19]=[C:18]([C:21]([NH:60][CH2:59][CH2:58][C:55]3[CH:56]=[CH:57][C:52]([CH2:51][N:46]4[CH2:50][CH2:49][CH2:48][CH2:47]4)=[CH:53][CH:54]=3)=[O:23])[CH:17]=2)[CH3:14])(=[O:11])=[O:12])=[C:5]([CH3:24])[CH:4]=1. Procedure details: The title compound was prepared according to general procedure AC using 5-({[(4-Methoxy-2,6-dimethylphenyl)sulfonyl](methyl)amino}methyl)furan-3-carboxylic acid (76 mg, 0.22 mmol), EDCI (50 mg, 0.26 mmol), HOBt (35 mg, 0.26 mmol), TEA (0.030 mL, 0.22 mmol) and 2-[4-(pyrrolidin-1-ylmethyl)phenyl]ethanamine (40 mg, 0.20 mmol) in DMF (5 mL). A portion of the crude product was purified using prep method A. Reactants: CC(C)(C)OC(=O)N1CCC(O[Si](C)(C)C(C)(C)C)C1C(=O)O, CC(C)COC(=O)Cl, CN1CCOCC1, CCOC(C)=O, N#Cc1ccc(N)c2ccccc12. Product: CC(C)(C)OC(=O)N1CCC(O[Si](C)(C)C(C)(C)C)C1C(=O)Nc1ccc(C#N)c2ccccc12. Reaction SMILES: [C:9]([CH3:10])([CH3:11])([CH3:12])[O:13][C:14](=[O:15])[N:16]1[CH:17]([C:29](=[O:30])[OH:31])[CH:18]([O:21][Si:22]([CH3:23])([CH3:24])[C:25]([CH3:26])([CH3:27])[CH3:28])[CH2:19][CH2:20]1.[CH2:1]([O:2][C:3]([Cl:4])=[O:5])[CH:6]([CH3:7])[CH3:8].[CH3:32][N:33]1[CH2:34][CH2:35][O:36][CH2:37][CH2:38]1.[CH3:52][CH2:53][O:54][C:55]([CH3:56])=[O:57].[NH2:39][c:40]1[cH:41][cH:42][c:43]([C:50]#[N:51])[c:44]2[cH:45][cH:46][cH:47][cH:48][c:49]12>>[C:9]([CH3:10])([CH3:11])([CH3:12])[O:13][C:14](=[O:15])[N:16]1[CH:17]([C:29](=[O:31])[NH:39][c:40]2[cH:41][cH:42][c:43]([C:50]#[N:51])[c:44]3[cH:45][cH:46][cH:47][cH:48][c:49]23)[CH:18]([O:21][Si:22]([CH3:23])([CH3:24])[C:25]([CH3:26])([CH3:27])[CH3:28])[CH2:19][CH2:20]1.